From a dataset of the Open Reaction Database (ORD), a public repository of structured organic reaction records. describe an organic reaction: reactants, conditions, products, and yield Starting materials: CC1(OB(OC1(C)C)C1=CC(CC1)=O)C (3-(4,4,5,5-tetramethyl-1,3,2-dioxaborolan-2-yl)cyclopent-2-enone), NC1=NC=C(N=C1)Br (2-amino-5 bromopyrazine), C(=O)([O-])[O-].[Na+].[Na+] (Na2CO3). Reagents/catalysts: C1=CC=C(C=C1)P([C-]2C=CC=C2)C3=CC=CC=C3.C1=CC=C(C=C1)P([C-]2C=CC=C2)C3=CC=CC=C3.Cl[Pd]Cl.[Fe+2].C(Cl)Cl (PdCl2(dppf) CH2Cl2). The solvent is O (water). Conditions: temperature 100 celsius, time 8 hour. Product: NC=1N=CC(=NC1)C1=CC(CC1)=O (3-(5-aminopyrazin-2-yl)cyclopent-2-enone). RXN SMILES: CC1(C)C(C)(C)OB([C:9]2[CH2:13][CH2:12][C:11](=[O:14])[CH:10]=2)O1.[NH2:16][C:17]1[CH:22]=[N:21][C:20](Br)=[CH:19][N:18]=1.C([O-])([O-])=O.[Na+].[Na+]>C1C=CC(P(C2C=CC=CC=2)[C-]2C=CC=C2)=CC=1.C1C=CC(P(C2C=CC=CC=2)[C-]2C=CC=C2)=CC=1.Cl[Pd]Cl.[Fe+2].C(Cl)Cl.O>[NH2:16][C:17]1[N:18]=[CH:19][C:20]([C:9]2[CH2:13][CH2:12][C:11](=[O:14])[CH:10]=2)=[N:21][CH:22]=1 |f:2.3.4,5.6.7.8.9|. Reported procedure: To 3-(4,4,5,5-tetramethyl-1,3,2-dioxaborolan-2-yl)cyclopent-2-enone (2.99 g, 14.37 mmol) (the filtrate from last step) was added 2-amino-5 bromopyrazine (2.5 g, 14.37 mmol), PdCl2(dppf)-CH2Cl2 (1.173 g, 1.437 mmol), Na2CO3 (7.61 g, 71.8 mmol) and water (17.96 mL) the reaction mixture was stirred at 100° C. oil bath for overnight, filtered through Celite. The reaction mixture was then extracted by EtOAc. The organic was then used 3N HCl (20 mL) washed 2 times, and water 50 mL once, the AQ was the...